Dataset: the Open Reaction Database (ORD), a public repository of structured organic reaction records. Task: describe an organic reaction: reactants, conditions, products, and yield Starting materials: C1OC2(C(C=CC=3C(C4=C(C=5CCC(CC5C(=C4C(C23)=O)O)O)O)=O)CC)OC1 (9-(1,1-Ethylenedioxy)ethyl-6,9,11-trihydroxy-5,7,8,9,10,12-hexahydronaphthacene-5,12-dione), resultant mixture, N(=NC(C#N)(C)C)C(C#N)(C)C (azobisisobutyronitrile), BrBr (bromine). The solvent is C(Cl)(Cl)Cl (chloroform), C(Cl)(Cl)(Cl)Cl (carbon tetrachloride), O (water). Conditions: time 1 hour. The product is crude product, BrC1C=2C(=C3C(C=4C=CC(C5(C4C(C3=C(C2CC(C1)O)O)=O)OCCO5)CC)=O)O (7-bromo-9-(1,1-ethylenedioxy)ethyl-6,9,11-trihydroxy-5,7,8,9,10,12-hexahydronaphthacene-5,12-dione). RXN SMILES: [CH2:1]1[CH2:29][O:28][C:3]2([C:20]3[C:19](=[O:21])[C:18]4[C:9](=[C:10]([OH:24])[C:11]5[CH2:12][CH2:13][CH:14]([OH:23])[CH2:15][C:16]=5[C:17]=4[OH:22])[C:8](=[O:25])[C:7]=3[CH:6]=[CH:5][CH:4]2[CH2:26][CH3:27])[O:2]1.N(C(C)(C)C#N)=NC(C)(C)C#N.[Br:42]Br>C(Cl)(Cl)Cl.C(Cl)(Cl)(Cl)Cl.O>[Br:42][CH:12]1[CH2:13][CH:14]([OH:23])[CH2:15][C:16]2[C:17]([OH:22])=[C:18]3[C:9]([C:8](=[O:25])[C:7]4[CH:6]=[CH:5][CH:4]([CH2:26][CH3:27])[C:3]5([O:2][CH2:1][CH2:29][O:28]5)[C:20]=4[C:19]3=[O:21])=[C:10]([OH:24])[C:11]1=2. Reported procedure: 9-(1,1-Ethylenedioxy)ethyl-6,9,11-trihydroxy-5,7,8,9,10,12-hexahydronaphthacene-5,12-dione (10.0 g) was dissolved in a mixture of chloroform (395 ml), carbon tetrachloride (980 ml) and water (890 ml) while heating, azobisisobutyronitrile (2.0 g) and bromine (8.0 g) were added thereto in order, and the resultant mixture was stirred under reflux for 1.5 hours. The reaction mixture was stirred in an ice bath for 1 hour, and the precipitated red orange crystals were collected by filtration, washed w... Reactants: CCc1n[nH]c2ccc(Br)cc12, [Li]C(C)(C)C, O=C=O, CCOCC. Product: CCc1n[nH]c2ccc(C(=O)O)cc12. RXN SMILES: [Br:1][c:2]1[cH:3][c:4]2[c:5]([CH2:11][CH3:12])[n:6][nH:7][c:8]2[cH:9][cH:10]1.[C:13]([Li:14])([CH3:15])([CH3:16])[CH3:17].[C:18](=[O:19])=[O:20].[CH3:21][CH2:22][O:23][CH2:24][CH3:25]>>[c:2]1([C:18](=[O:19])[OH:20])[cH:3][c:4]2[c:5]([CH2:11][CH3:12])[n:6][nH:7][c:8]2[cH:9][cH:10]1.